This data is from the Open Reaction Database (ORD), a public repository of structured organic reaction records. The task is: describe an organic reaction: reactants, conditions, products, and yield The reactants are COC(C(CNC(=O)OC(C)(C)C)OC)=O (3-tert-Butoxycarbonylamino-2-methoxypropionic acid methyl ester), C(Cl)Cl (DCM). The solvent is C(=O)(C(F)(F)F)O (TFA). Run at time 30 minute. Yields the product Cl.COC([C@@H](CN)OC)=O (3-Amino-2(R)-methoxypropionic Acid Methyl Ester Hydrochloride). As a reaction SMILES: [CH3:1][O:2][C:3](=[O:16])[CH:4]([O:14][CH3:15])[CH2:5][NH:6]C(OC(C)(C)C)=O.C(Cl)[Cl:18]>C(O)(C(F)(F)F)=O>[ClH:18].[CH3:1][O:2][C:3](=[O:16])[C@H:4]([O:14][CH3:15])[CH2:5][NH2:6] |f:3.4|. Procedure: 3-tert-Butoxycarbonylamino-2-methoxypropionic acid methyl ester (500 mg, 2 mmol) was dissolved in 10% TFA in DCM (20 mL), and the reaction mixture was stirred at 30 min at ambient temperature. Solvent was removed and the residue co-evaporated twice from 30 mL of 1 N hydrochloric acid in ether. Yield: 320 mg (88%). The reactants are CC1(OCCO1)C1=CC=C(O1)CN1N=CC(=N1)N (2-[5-(2-methyl-[1,3]dioxolan-2-yl)-furan-2-ylmethyl]-2H-[1,2,3]triazol-4-ylamine), COC1=CC=C(C=C1)/C=C/C(=O)O ((E)-3-(4-methoxy-phenyl)-acrylic acid). Yields the product C(C)(=O)C1=CC=C(O1)CN1N=CC(=N1)NC(\C=C\C1=CC=C(C=C1)OC)=O ((E)-N-[2-(5-Acetyl-furan-2-ylmethyl)-2H-[1,2,3]triazol-4-yl]-3-(4-methoxy-phenyl)-acrylamide). As a reaction SMILES: [CH3:1][C:2]1([C:7]2[O:11][C:10]([CH2:12][N:13]3[N:17]=[C:16]([NH2:18])[CH:15]=[N:14]3)=[CH:9][CH:8]=2)[O:6]CCO1.[CH3:19][O:20][C:21]1[CH:26]=[CH:25][C:24](/[CH:27]=[CH:28]/[C:29](O)=[O:30])=[CH:23][CH:22]=1>>[C:2]([C:7]1[O:11][C:10]([CH2:12][N:13]2[N:17]=[C:16]([NH:18][C:29](=[O:30])/[CH:28]=[CH:27]/[C:24]3[CH:25]=[CH:26][C:21]([O:20][CH3:19])=[CH:22][CH:23]=3)[CH:15]=[N:14]2)=[CH:9][CH:8]=1)(=[O:6])[CH3:1]. Procedure: Following general procedure A followed by L, starting from 2-[5-(2-methyl-[1,3]dioxolan-2-yl)-furan-2-ylmethyl]-2H-[1,2,3]triazol-4-ylamine and (E)-3-(4-methoxy-phenyl)-acrylic acid. Reactants: Cl (hydrogen chloride), N1=C(C=CC=C1)NC1=C(C=CC=C1)N (N-(2-pyridyl)-o-phenylenediamine), FC1=C(/C=C/C(=O)Cl)C=CC=C1 ((E)-2-fluorocinnamoyl chloride), N1=C(C=CC=C1)N1C(=NC2=C1C=CC=C2)\C=C\C2=CC=CC=C2 ((E)-1-(2-pyridyl)-2-styryl-1H-benzimidazole). Run in CO (methanol). The product is Cl.FC1=C(/C=C/C2=NC3=C(N2C2=NC=CC=C2)C=CC=C3)C=CC=C1 ((E)-2-(2-Fluorostyryl )-1-(2-pyridyl)-1H-benzimidazole hydrochloride). RXN SMILES: [N:1]1[CH:6]=[CH:5][CH:4]=[CH:3][C:2]=1[NH:7][C:8]1[CH:13]=[CH:12][CH:11]=[CH:10][C:9]=1[NH2:14].[F:15][C:16]1[CH:26]=[CH:25][CH:24]=[CH:23][C:17]=1/[CH:18]=[CH:19]/[C:20]([Cl:22])=O.N1C=CC=CC=1N1C2C=CC=CC=2N=C1/C=C/C1C=CC=CC=1.Cl>CO>[ClH:22].[F:15][C:16]1[CH:26]=[CH:25][CH:24]=[CH:23][C:17]=1/[CH:18]=[CH:19]/[C:20]1[N:7]([C:2]2[CH:3]=[CH:4][CH:5]=[CH:6][N:1]=2)[C:8]2[CH:13]=[CH:12][CH:11]=[CH:10][C:9]=2[N:14]=1 |f:5.6|. Reported procedure: Free base of the titled compound was prepared from N-(2-pyridyl)-o-phenylenediamine and (E)-2-fluorocinnamoyl chloride (Amino, Y.; Kawada, K.; Toi, K.; Kumashiro, I.; Fukushima, K. Chem. Pharm. Bull, 1988, 36, 4426) according to the preparation of (E)-1-(2-pyridyl)-2-styryl-1H-benzimidazole (Example 1, method A). The free base was dissolved with a 10% methanol solution of hydrogen chloride (5 ml). Concentration and recrystallization from ethyl acetate/ethanol yielded the titled compound. MW: 351...